Dataset: the Open Reaction Database (ORD), a public repository of structured organic reaction records. Task: describe an organic reaction: reactants, conditions, products, and yield Starting materials: FC1=CC=C(C=C1)C=1SC=C(N1)C(CN)(C)C (2-(2-(4-fluorophenyl)thiazol-4-yl)-2-methylpropan-1-amine), FC(C1=NC(=NO1)C=1C=NC=C(C(=O)O)C1)(F)F (5-(5-(trifluoromethyl)-1,2,4-oxadiazol-3-yl)nicotinic acid). Product: FC1=CC=C(C=C1)C=1SC=C(N1)C(CNC(C1=CN=CC(=C1)C1=NOC(=N1)C(F)(F)F)=O)(C)C (N-(2-(2-(4-Fluorophenyl)thiazol-4-yl)-2-methylpropyl)-5-(5-(trifluoromethyl)-1,2,4-oxadiazol-3-yl)nicotinamide). Yield: 26.0%. RXN SMILES: [F:1][C:2]1[CH:7]=[CH:6][C:5]([C:8]2[S:9][CH:10]=[C:11]([C:13]([CH3:17])([CH3:16])[CH2:14][NH2:15])[N:12]=2)=[CH:4][CH:3]=1.[F:18][C:19]([F:35])([F:34])[C:20]1[O:24][N:23]=[C:22]([C:25]2[CH:26]=[N:27][CH:28]=[C:29]([CH:33]=2)[C:30](O)=[O:31])[N:21]=1>>[F:1][C:2]1[CH:3]=[CH:4][C:5]([C:8]2[S:9][CH:10]=[C:11]([C:13]([CH3:17])([CH3:16])[CH2:14][NH:15][C:30](=[O:31])[C:29]3[CH:33]=[C:25]([C:22]4[N:21]=[C:20]([C:19]([F:35])([F:34])[F:18])[O:24][N:23]=4)[CH:26]=[N:27][CH:28]=3)[N:12]=2)=[CH:6][CH:7]=1. Procedure details: This compound was synthesized from 2-(2-(4-fluorophenyl)thiazol-4-yl)-2-methylpropan-1-amine and 5-(5-(trifluoromethyl)-1,2,4-oxadiazol-3-yl)nicotinic acid as described in example 8 step 6 (50 mg, yield 26%). 1H NMR (400 MHz, MeOD) δ 9.36 (d, J=2.0 Hz, 1H), 9.11 (d, J=2.3 Hz, 1H), 8.77-8.76 (t, J=2.1 Hz, 1H), 8.00-7.96 (m, 2H), 7.30 (s, 1H), 7.18-7.14 (t, J=8.8 Hz, 2H), 3.75 (s, 2H), 1.50 (s, 6H). MS (ESI) m/z: Calculated for C22H17F4N5O2S: 491.10. found: 492.0 (M+H)+. Starting materials: C1(CCCCCCCCCCC1)C1=CC=C(C=C1)O (p-cyclododecylphenol), Cl.C(C1=CN=CC=C1)(=O)Cl (nicotinic acid chloride hydrochloride), O (water). Run in N1=CC=CC=C1 (pyridine), N1=CC=CC=C1 (pyridine). Reaction conditions: temperature 0 celsius, time 15 hour. Product: C(C1=CN=CC=C1)(=O)OC1=CC=C(C=C1)C1CCCCCCCCCCC1 (p-cyclododecylphenyl nicotinate). As a reaction SMILES: [CH:1]1([C:13]2[CH:18]=[CH:17][C:16]([OH:19])=[CH:15][CH:14]=2)[CH2:12][CH2:11][CH2:10][CH2:9][CH2:8][CH2:7][CH2:6][CH2:5][CH2:4][CH2:3][CH2:2]1.Cl.[C:21](Cl)(=[O:28])[C:22]1[CH:27]=[CH:26][CH:25]=[N:24][CH:23]=1.O>N1C=CC=CC=1>[C:21]([O:19][C:16]1[CH:15]=[CH:14][C:13]([CH:1]2[CH2:12][CH2:11][CH2:10][CH2:9][CH2:8][CH2:7][CH2:6][CH2:5][CH2:4][CH2:3][CH2:2]2)=[CH:18][CH:17]=1)(=[O:28])[C:22]1[CH:27]=[CH:26][CH:25]=[N:24][CH:23]=1 |f:1.2|. Reported procedure: 8 g (30.8 mmol) of p-cyclododecylphenol and 5.9 g (33.2 mmol) of nicotinic acid chloride hydrochloride was mixed with 140 ml of dry pyridine and kept at 30° C. for 15 hours. Subsequently, 42 ml of water was added slowly drop by drop, and the mixture cooled to 0° C. The crystallized precipitate was sucked off, freed from pyridine by washing with water and dried. Starting materials: C(C)(C)(C)[Si](OC=1C=C(C=CC1)C(=O)C1=NN(C2=CC=CC=C12)CC(C)C)(C1=CC=CC=C1)C1=CC=CC=C1 ([3-(tert-Butyl-diphenyl-silanyloxy)-phenyl]-(1-isobutyl-1H-indazol-3-yl)-methanone), CCCC[N+](CCCC)(CCCC)CCCC.[F-] (TBAF). Run in C1CCOC1 (THF). The product is OC=1C=C(C=CC1)C(=O)C1=NN(C2=CC=CC=C12)CC(C)C ((3-hydroxyphenyl)(1-isobutyl-1H-indazol-3-yl)methanone). As a reaction SMILES: C([Si](C1C=CC=CC=1)(C1C=CC=CC=1)[O:6][C:7]1[CH:8]=[C:9]([C:13]([C:15]2[C:23]3[C:18](=[CH:19][CH:20]=[CH:21][CH:22]=3)[N:17]([CH2:24][CH:25]([CH3:27])[CH3:26])[N:16]=2)=[O:14])[CH:10]=[CH:11][CH:12]=1)(C)(C)C.CCCC[N+](CCCC)(CCCC)CCCC.[F-]>C1COCC1>[OH:6][C:7]1[CH:8]=[C:9]([C:13]([C:15]2[C:23]3[C:18](=[CH:19][CH:20]=[CH:21][CH:22]=3)[N:17]([CH2:24][CH:25]([CH3:27])[CH3:26])[N:16]=2)=[O:14])[CH:10]=[CH:11][CH:12]=1 |f:1.2|. Procedure: [3-(tert-Butyl-diphenyl-silanyloxy)-phenyl]-(1-isobutyl-1H-indazol-3-yl)-methanone (0.650 g, 0.0012 mol) was dissolved in dry THF (1 mL) in a glass vial. The vial was cooled to −78 C in a dry ice/acetone bath. TBAF (1.8 mL of a 1 M soln., 0.0018 mol) was added. The vial was removed from the bath and stirred until a dark yellow color persisted (approx. 1 minute). The vial was placed back in the bath and the progress of the reaction was followed by TLC. When complete, the reaction was quenched wit... Reactants: [OH-].[Li+] (Lithium hydroxide), O (water), FC1=CC=C(C=C1)COC1=C(C(=O)OCC2=CC=C(C=C2)F)C=C(C=C1)C(F)(F)F ((4-fluorophenyl)methyl 2-{[(4-fluorophenyl)methyl]oxy}-5-(trifluoromethyl)benzoate). The solvent is O1CCCC1 (tetrahydrofuran). Product: FC1=CC=C(C=C1)COC1=C(C(=O)O)C=C(C=C1)C(F)(F)F (2-{[(4-Fluorophenyl)methyl]oxy}-5-(trifluoromethyl)benzoic acid). RXN SMILES: [OH-].[Li+].O.[F:4][C:5]1[CH:10]=[CH:9][C:8]([CH2:11][O:12][C:13]2[CH:29]=[CH:28][C:27]([C:30]([F:33])([F:32])[F:31])=[CH:26][C:14]=2[C:15]([O:17]CC2C=CC(F)=CC=2)=[O:16])=[CH:7][CH:6]=1>O1CCCC1>[F:4][C:5]1[CH:10]=[CH:9][C:8]([CH2:11][O:12][C:13]2[CH:29]=[CH:28][C:27]([C:30]([F:31])([F:32])[F:33])=[CH:26][C:14]=2[C:15]([OH:17])=[O:16])=[CH:7][CH:6]=1 |f:0.1|. Procedure: Lithium hydroxide (0.70 g, 29.1 mmol) and water (20 ml) were added to a solution of (4-fluorophenyl)methyl 2-{[(4-fluorophenyl)methyl]oxy}-5-(trifluoromethyl)benzoate (may be prepared as described in Description 118; 4.1 g, 9.71 mmol) in tetrahydrofuran (100 ml) and the mixture was heated to reflux for 2 hours. The mixture was evaporated under reduced pressure on a buchi. Water (100) ml was added and the mixture was acidified to pH=1 using 2M aqueous hydrochloric acid. The precipitate was filter...